This data is from the Open Reaction Database (ORD), a public repository of structured organic reaction records. The task is: describe an organic reaction: reactants, conditions, products, and yield Reactants: [N+](=O)([O-])C=1C=C(N)C(=CC1N)C (3-nitro-4-amino-6-methylaniline), C([O-])([O-])=O.[Ca+2] (calcium carbonate), ClCCCO (3-chloropropan-1-ol). Solvent: O (water). Product: [N+](=O)([O-])C=1C=C(NCCCO)C(=CC1N)C (3-nitro-4-amino-6-methyl-N-(γ-hydroxypropyl)-aniline). RXN SMILES: [N+:1]([C:4]1[CH:5]=[C:6]([C:8]([CH3:12])=[CH:9][C:10]=1[NH2:11])[NH2:7])([O-:3])=[O:2].C(=O)([O-])[O-].[Ca+2].Cl[CH2:19][CH2:20][CH2:21][OH:22]>O>[N+:1]([C:4]1[CH:5]=[C:6]([C:8]([CH3:12])=[CH:9][C:10]=1[NH2:11])[NH:7][CH2:19][CH2:20][CH2:21][OH:22])([O-:3])=[O:2] |f:1.2|. Procedure: 16.7 g (0.1 mol) of 3-nitro-4-amino-6-methylaniline, 40 ml of water, 6.6 g (0.066 mol) of calcium carbonate and 12.42 g (0.132 mol) of 3-chloropropan-1-ol are heated on a boiling water-bath for 7 hours 30 minutes, whilst stirring. Starting materials: Cl[Si](C)(C)C (chlorotrimethylsilane), BrCC(=O)OC(C)(C)C (tert-butyl 2-bromoacetate), FC1=C(C=O)C=CC=C1OC (2-fluoro-3-methoxybenzaldehyde). Reagents/catalysts: [Zn] (zinc). The solvent is C1CCOC1 (THF), C1CCOC1 (THF). Reaction conditions: temperature 50 celsius, time 10 minute. Product: FC1=C(C=CC=C1OC)C(CC(=O)OC(C)(C)C)O (tert-Butyl 3-(2-fluoro-3-methoxyphenyl)-3-hydroxypropanoate). Yield: 58.1%. Reaction SMILES: Cl[Si](C)(C)C.Br[CH2:7][C:8]([O:10][C:11]([CH3:14])([CH3:13])[CH3:12])=[O:9].[F:15][C:16]1[C:23]([O:24][CH3:25])=[CH:22][CH:21]=[CH:20][C:17]=1[CH:18]=[O:19]>C1COCC1.[Zn]>[F:15][C:16]1[C:23]([O:24][CH3:25])=[CH:22][CH:21]=[CH:20][C:17]=1[CH:18]([OH:19])[CH2:7][C:8]([O:10][C:11]([CH3:14])([CH3:13])[CH3:12])=[O:9]. Procedure details: To a suspension of zinc (0.848 g, 12.98 mmol) in dry THF (10 mL), was added chlorotrimethylsilane (0.829 mL, 6.49 mmol). After 10 min, tert-butyl 2-bromoacetate (0.959 mL, 6.49 mmol) was added and the reaction mixture was heated at 50° C. for 10 min. The reaction mixture was then cooled to 0° C. under argon. To the cooled solution was then added 2-fluoro-3-methoxybenzaldehyde (1 g, 6.49 mmol) in THF (3 mL) and the reaction was allowed to warm to rt overnight. The reaction mixture after overnight... Reactants: compound, CS(=O)(=O)OCCN1C=CC=2C=3N(C(=NC21)N)N=C(N3)C=3OC=CC3 (2-{5-amino-2-(furan-2-yl)-7H-pyrrolo[3,2-e][1,2,4]triazolo[1,5-c]pyrimidin-7-yl}ethyl methanesulfonate), Cl.FC1=C(C=CC(=C1)F)C(=O)N1CCNCC1 ((2,4-difluorophenyl)piperazin-1-yl-methanone hydrochloride), CCN(C(C)C)C(C)C (DIEA). The solvent is CN(C)C=O (DMF). Run at temperature 100 celsius, time 5 hour. Product: NC1=NC2=C(C=3N1N=C(N3)C=3OC=CC3)C=CN2CCN2CCN(CC2)C(=O)C2=C(C=C(C=C2)F)F ((4-(2-(5-amino-2-(furan-2-yl)-7H-pyrrolo[3,2-e][1,2,4]triazolo[1,5-c]pyrimidin-7-yl)ethyl)piperazin-1-yl)(2,4-difluorophenyl)methanone). As a reaction SMILES: CS(O[CH2:6][CH2:7][N:8]1[C:16]2[N:15]=[C:14]([NH2:17])[N:13]3[N:18]=[C:19]([C:21]4[O:22][CH:23]=[CH:24][CH:25]=4)[N:20]=[C:12]3[C:11]=2[CH:10]=[CH:9]1)(=O)=O.Cl.[F:27][C:28]1[CH:33]=[C:32]([F:34])[CH:31]=[CH:30][C:29]=1[C:35]([N:37]1[CH2:42][CH2:41][NH:40][CH2:39][CH2:38]1)=[O:36].CCN(C(C)C)C(C)C>CN(C=O)C>[NH2:17][C:14]1[N:13]2[N:18]=[C:19]([C:21]3[O:22][CH:23]=[CH:24][CH:25]=3)[N:20]=[C:12]2[C:11]2[CH:10]=[CH:9][N:8]([CH2:7][CH2:6][N:40]3[CH2:39][CH2:38][N:37]([C:35]([C:29]4[CH:30]=[CH:31][C:32]([F:34])=[CH:33][C:28]=4[F:27])=[O:36])[CH2:42][CH2:41]3)[C:16]=2[N:15]=1 |f:1.2|. Reported procedure: To a solution of the title D compound of Example 1, 2-{5-amino-2-(furan-2-yl)-7H-pyrrolo[3,2-e][1,2,4]triazolo[1,5-c]pyrimidin-7-yl}ethyl methanesulfonate (0.06 g, 0.165 mmol) in dry DMF (5 mL), the title B compound, (2,4-difluorophenyl)piperazin-1-yl-methanone hydrochloride (0.33 mmol) and 0.06 mL of DIEA are added, and the solution is stirred at 100° C. for 5 h. The reaction mixture is cooled to RT, and the solvent is removed under reduced pressure. To the residue, acetonitrile is added and th... Starting materials: CC(=O)c1c(C)oc2c(N)cccc12, CC(=O)OC(C)=O, ClCCl. The product is CC(=O)Nc1cccc2c(C(C)=O)c(C)oc12. Reaction SMILES: [C:1]([CH3:2])(=[O:3])[c:4]1[c:5]2[c:6]([o:7][c:8]1[CH3:9])[c:10]([NH2:14])[cH:11][cH:12][cH:13]2.[CH3:15][C:16](=[O:17])[O:18][C:19](=[O:20])[CH3:21].[Cl:22][CH2:23][Cl:24]>>[C:1]([CH3:2])(=[O:3])[c:4]1[c:5]2[c:6]([o:7][c:8]1[CH3:9])[c:10]([NH:14][C:16]([CH3:15])=[O:17])[cH:11][cH:12][cH:13]2. Reactants: [BH4-], Cc1cc(C(O)c2ccccc2)sc1C, [Na+], [Na+], [OH-], O=C(O)C(F)(F)F. Yields the product Cc1cc(Cc2ccccc2)sc1C. Reaction SMILES: [BH4-:23].[CH3:8][c:9]1[cH:10][c:11]([CH:15]([OH:16])[c:17]2[cH:18][cH:19][cH:20][cH:21][cH:22]2)[s:12][c:13]1[CH3:14].[Na+:24].[Na+:26].[OH-:25].[OH:1][C:2]([C:3]([F:4])([F:5])[F:6])=[O:7]>>[CH3:8][c:9]1[cH:10][c:11]([CH2:15][c:17]2[cH:18][cH:19][cH:20][cH:21][cH:22]2)[s:12][c:13]1[CH3:14]. Reactants: FC(OCC1(CCC1)C(=O)O)F (1-((Difluoromethoxy)methyl)cyclobutanecarboxylic acid), TEA, C=1C=CC(=CC1)P(=O)(C=2C=CC=CC2)N=[N+]=[N-] (DPPA), ClC=1C=C(C=CC1F)C1=NN2C(CNCC2)=C1C(=O)N (2-(3-Chloro-4-fluorophenyl)-4,5,6,7-tetrahydropyrazolo[1,5-a]pyrazine-3-carboxamide), C1CCOC1 (THF). The solvent is C1(=CC=CC=C1)C (toluene). Conditions: temperature 90 celsius, time 12 hour. The product is ClC=1C=C(C=CC1F)C1=NN2C(CN(CC2)C(=O)NC2(CCC2)COC(F)F)=C1C(=O)N (2-(3-Chloro-4-fluorophenyl)-N5-(1-((difluoromethoxy)methyl)cyclobutyl)-6,7-dihydropyrazolo[1,5-a]pyrazine-3,5(4H)-dicarboxamide). The yield is 15.0%. RXN SMILES: [F:1][CH:2]([F:12])[O:3][CH2:4][C:5]1(C(O)=O)[CH2:8][CH2:7][CH2:6]1.C1C=CC(P([N:27]=[N+]=[N-])(C2C=CC=CC=2)=O)=CC=1.[Cl:30][C:31]1[CH:32]=[C:33]([C:38]2[C:46]([C:47]([NH2:49])=[O:48])=[C:41]3[CH2:42][NH:43][CH2:44][CH2:45][N:40]3[N:39]=2)[CH:34]=[CH:35][C:36]=1[F:37].C1[CH2:54][O:53]CC1>C1(C)C=CC=CC=1>[Cl:30][C:31]1[CH:32]=[C:33]([C:38]2[C:46]([C:47]([NH2:49])=[O:48])=[C:41]3[CH2:42][N:43]([C:54]([NH:27][C:5]4([CH2:4][O:3][CH:2]([F:1])[F:12])[CH2:6][CH2:7][CH2:8]4)=[O:53])[CH2:44][CH2:45][N:40]3[N:39]=2)[CH:34]=[CH:35][C:36]=1[F:37]. Procedure: To a stirred solution of Intermediate 223B (0.024 g, 0.136 mmol) in toluene (1 mL) was added TEA (0.076 mL, 0.543 mmol), DPPA (0.074 mL, 0.339 mmol) and the reaction mixture was heated to 90° C. for 2 h. The reaction mixture was cooled to RT and to it was added a solution of Intermediate 185B (0.040 g, 0.136 mmol) in THF (0.5 mL) and stirred for 12 h. The reaction mixture was quenched with a 10% aqueous solution of NaHCO3 and extracted with EtOAc (3×10 mL) The combined organic layer was washed w... Reactants: C(C)[Mg]Br (ethyl magnesium bromide), C=O (paraformaldehyde), C1=CC(=CC=C1O)C (p-Cresol), C1(=CC=CC=C1)C (toluene). The solvent is C1CCOC1 (THF), CN1C(N(CCC1)C)=O (1,3-dimethyl-3,4,5,6-tetrahydro-2(1H)-pyrimidone), C1CCOC1 (THF). Conditions: temperature -10 celsius. Product: OC1=C(C=O)C=C(C=C1)C (2-Hydroxy-5-methylbenzaldehyde). The yield is 104.4%. As a reaction SMILES: [CH:1]1[C:6]([OH:7])=[CH:5][CH:4]=[C:3]([CH3:8])[CH:2]=1.C([Mg]Br)C.C1(C)C=CC=CC=1.[CH2:20]=[O:21]>C1COCC1.CN1CCCN(C)C1=O>[OH:7][C:6]1[CH:5]=[CH:4][C:3]([CH3:8])=[CH:2][C:1]=1[CH:20]=[O:21]. Reported procedure: p-Cresol (100 g) in dry THF(100 ml) was added dropwise to a mechanically stirred, freshly prepared solution of ethyl magnesium bromide [magnesium (25.0 g) and bromoethane (75 ml)] in THF (500 ml) under nitrogen at a rate which maintained a slow reflux (about 30 mins). After 30 mins toluene (1.21) was added, followed by 1,3-dimethyl-3,4,5,6-tetrahydro-2(1H)-pyrimidone (125 ml), and paraformaldehyde (70 g). The mixture was then heated at reflux for 16 h. The mixture was concentrated by distillatio... Starting materials: N([C@@H](CC(C)C)C(=O)N[C@@H](CC(C)C)C(=O)OCC1=CC=CC=C1)C(=O)C (N-Ac-L-Leu-L-Leu-OBn), [H][H] (hydrogen). Reagents/catalysts: [OH-].[OH-].[Pd+2] (palladium hydroxide on carbon). Solvent: CC(OCC)=O (EA). The product is N([C@@H](CC(C)C)C(=O)N[C@@H](CC(C)C)C(=O)O)C(=O)C (N-Ac-L-Leu-L-Leu-OH). Isolated yield 87.7%. Reaction SMILES: [NH:1]([C:25]([CH3:27])=[O:26])[C@H:2]([C:7]([NH:9][C@H:10]([C:15]([O:17]CC1C=CC=CC=1)=[O:16])[CH2:11][CH:12]([CH3:14])[CH3:13])=[O:8])[CH2:3][CH:4]([CH3:6])[CH3:5].[H][H]>CC(=O)OCC.[OH-].[OH-].[Pd+2]>[NH:1]([C:25]([CH3:27])=[O:26])[C@H:2]([C:7]([NH:9][C@H:10]([C:15]([OH:17])=[O:16])[CH2:11][CH:12]([CH3:14])[CH3:13])=[O:8])[CH2:3][CH:4]([CH3:6])[CH3:5] |f:3.4.5|. Procedure details: To a stirred solution of N-Ac-L-Leu-L-Leu-OBn (9.09 g, 23.9 mmol) in EA (100 mL) at R.T. was added 20% palladium hydroxide on carbon (Pd (OH)2 /C) (0.9 9, 10% by weight). The reaction mixture was placed under 20 psi hydrogen (H2). After 1 h the reaction mixture was filtered through celite and concentrated in vacuo to give N-Ac-L-Leu-L-Leu-OH as a white solid (6.0 g, 87.67%): 1H NMR (300 MHz, CDCl3) 6 0.82-0.90 (m, 12H), 1.39-1.82 (m, 9H), 4.18-4.34 (m, 2H), 7.94-8.13 (m, 2H) ppm.